Dataset: the Open Reaction Database (ORD), a public repository of structured organic reaction records. Task: describe an organic reaction: reactants, conditions, products, and yield Reactants: C12(CC3CC(CC(C1)C3)C2)NC(C(CC2=CC=NC=C2)(CC2=CC=NC=C2)CO)=O (N-adamantan-1-yl-2-hydroxymethyl-3-pyridin4-yl-2-pyridin-4-ylmethyl-propionamide), [H-].[Na+] (sodium hydride), C(C)I (ethyl iodide). Run in O1CCCC1 (tetrahydrofuran). Run at time 15 minute. Yields the product C12(CC3CC(CC(C1)C3)C2)NC(C(CC2=CC=NC=C2)(CC2=CC=NC=C2)COCC)=O (N-Adamantan-1-yl-2-ethoxymethyl-3-pyridin-4-yl-2-pyridin-4-ylmethyl-propionamide). The yield is 43.8%. Reaction SMILES: [C:1]12([NH:11][C:12](=[O:30])[C:13]([CH2:28][OH:29])([CH2:21][C:22]3[CH:27]=[CH:26][N:25]=[CH:24][CH:23]=3)[CH2:14][C:15]3[CH:20]=[CH:19][N:18]=[CH:17][CH:16]=3)[CH2:10][CH:5]3[CH2:6][CH:7]([CH2:9][CH:3]([CH2:4]3)[CH2:2]1)[CH2:8]2.[H-].[Na+].[CH2:33](I)[CH3:34]>O1CCCC1>[C:1]12([NH:11][C:12](=[O:30])[C:13]([CH2:28][O:29][CH2:33][CH3:34])([CH2:14][C:15]3[CH:20]=[CH:19][N:18]=[CH:17][CH:16]=3)[CH2:21][C:22]3[CH:27]=[CH:26][N:25]=[CH:24][CH:23]=3)[CH2:8][CH:7]3[CH2:9][CH:3]([CH2:4][CH:5]([CH2:6]3)[CH2:10]1)[CH2:2]2 |f:1.2|. Procedure details: To a well-stirred suspension of N-adamantan-1-yl-2-hydroxymethyl-3-pyridin4-yl-2-pyridin-4-ylmethyl-propionamide (40 mg, 0.1 mmol) in anhydrous tetrahydrofuran (0.50 ml), sodium hydride (7.8 mg of 60% mineral oil dispersion; 0.2 mmol of sodium hydride) was added. After stirring at ambient temperature for 15 minutes, ethyl iodide (15.8 μl, 0.20 mmol) was added. After stirring for 2 hours at ambient temperature, the reaction was quenched by the addition of dilute aqueous sodium bicarbonate/methyle... The reactants are CO, Cl, O=C(O)c1cc2ccc(O)cc2[nH]1. The product is COC(=O)c1cc2ccc(O)cc2[nH]1. As a reaction SMILES: [CH3:15][OH:16].[ClH:14].[OH:1][c:2]1[cH:3][cH:4][c:5]2[cH:6][c:7]([C:11](=[O:12])[OH:13])[nH:8][c:9]2[cH:10]1>>[OH:1][c:2]1[cH:3][cH:4][c:5]2[cH:6][c:7]([C:11]([O:12][CH3:15])=[O:13])[nH:8][c:9]2[cH:10]1. Reactants: O=C([O-])[O-], CN, CC#N, [K+], [K+], Cc1ccc(S(=O)(=O)N2CC(CBr)=C(CBr)C2)cc1. Product: Cc1ccc(S(=O)(=O)N2CC3=C(CN(C)C3)C2)cc1. RXN SMILES: [C:22](=[O:23])([O-:24])[O-:25].[CH3:20][NH2:21].[CH3:28][C:29]#[N:30].[K+:26].[K+:27].[c:1]1([CH3:19])[cH:2][cH:3][c:4]([S:7](=[O:8])(=[O:9])[N:10]2[CH2:11][C:12]([CH2:17][Br:18])=[C:13]([CH2:15][Br:16])[CH2:14]2)[cH:5][cH:6]1>>[c:1]1([CH3:19])[cH:2][cH:3][c:4]([S:7](=[O:8])(=[O:9])[N:10]2[CH2:11][C:12]3=[C:13]([CH2:14]2)[CH2:15][N:21]([CH3:20])[CH2:17]3)[cH:5][cH:6]1. The reactants are NC1=NC=C2C=C(C(N(C2=C1)CC)=O)C=1C(=CC(=C(C1)NC(=O)NC1=CC=CC=C1)F)C (1-(5-(7-amino-1-ethyl-2-oxo-1,2-dihydro-1,6-naphthyridin-3-yl)-2-fluoro-4-methylphenyl)-3-phenylurea), ClC(=O)OC(=C)C (isopropenyl chloroformate), O (Water). Solvent: N1=CC=CC=C1 (pyridine). Run at time 1 hour. Product: C(C)N1C(C(=CC2=CN=C(C=C12)NC(OC(=C)C)=O)C1=C(C=C(C(=C1)NC(=O)NC1=CC=CC=C1)F)C)=O (prop-1-en-2-yl (1-ethyl-3-(4-fluoro-2-methyl-5-(3-phenylureido)phenyl)-2-oxo-1,2-dihydro-1,6-naphthyridin-7-yl)carbamate). Yield: 86.1%. Reaction SMILES: [NH2:1][C:2]1[CH:11]=[C:10]2[C:5]([CH:6]=[C:7]([C:15]3[C:16]([CH3:32])=[CH:17][C:18]([F:31])=[C:19]([NH:21][C:22]([NH:24][C:25]4[CH:30]=[CH:29][CH:28]=[CH:27][CH:26]=4)=[O:23])[CH:20]=3)[C:8](=[O:14])[N:9]2[CH2:12][CH3:13])=[CH:4][N:3]=1.Cl[C:34]([O:36][C:37]([CH3:39])=[CH2:38])=[O:35].O>N1C=CC=CC=1>[CH2:12]([N:9]1[C:10]2[C:5](=[CH:4][N:3]=[C:2]([NH:1][C:34](=[O:35])[O:36][C:37]([CH3:39])=[CH2:38])[CH:11]=2)[CH:6]=[C:7]([C:15]2[CH:20]=[C:19]([NH:21][C:22]([NH:24][C:25]3[CH:26]=[CH:27][CH:28]=[CH:29][CH:30]=3)=[O:23])[C:18]([F:31])=[CH:17][C:16]=2[CH3:32])[C:8]1=[O:14])[CH3:13]. Procedure details: A solution of 1-(5-(7-amino-1-ethyl-2-oxo-1,2-dihydro-1,6-naphthyridin-3-yl)-2-fluoro-4-methylphenyl)-3-phenylurea (0.35 g, 0.811 mmol) in pyridine (5 mL) was treated with isopropenyl chloroformate (0.147 g, 1.217 mmol) and stirred at RT for 1 h. Water was added, the mixture stirred for 10 minutes and the resulting solid was collected via filtration and dried to afford prop-1-en-2-yl (1-ethyl-3-(4-fluoro-2-methyl-5-(3-phenylureido)phenyl)-2-oxo-1,2-dihydro-1,6-naphthyridin-7-yl)carbamate (360 mg... Starting materials: COc1ccc(C(=O)Nc2cnccc2NC(=O)c2ccc(C(C)(C)C)cc2OC2CCNCC2)cc1, O=CC1CC1. The product is COc1ccc(C(=O)Nc2cnccc2NC(=O)c2ccc(C(C)(C)C)cc2OC2CCN(CC3CC3)CC2)cc1. Reaction SMILES: [C:1]([CH3:2])([CH3:3])([CH3:4])[c:5]1[cH:6][c:7]([O:31][CH:32]2[CH2:33][CH2:34][NH:35][CH2:36][CH2:37]2)[c:8]([C:9](=[O:10])[NH:11][c:12]2[c:13]([NH:18][C:19]([c:20]3[cH:21][cH:22][c:23]([O:26][CH3:27])[cH:24][cH:25]3)=[O:28])[cH:14][n:15][cH:16][cH:17]2)[cH:29][cH:30]1.[CH:38]1([CH:41]=[O:42])[CH2:39][CH2:40]1>>[C:1]([CH3:2])([CH3:3])([CH3:4])[c:5]1[cH:6][c:7]([O:31][CH:32]2[CH2:33][CH2:34][N:35]([CH2:41][CH:38]3[CH2:39][CH2:40]3)[CH2:36][CH2:37]2)[c:8]([C:9](=[O:10])[NH:11][c:12]2[c:13]([NH:18][C:19]([c:20]3[cH:21][cH:22][c:23]([O:26][CH3:27])[cH:24][cH:25]3)=[O:28])[cH:14][n:15][cH:16][cH:17]2)[cH:29][cH:30]1. Reactants: BrC=1C(=CC2=C(C=3N(CCO2)C=C(N3)C(=O)N)C1)F (10-bromo-9-fluoro-5,6-dihydrobenzo[f]imidazo[1,2-d][1,4]oxazepine-2-carboxamide), OC(C)(C#C)C1=NOC(=C1)C=O (3-(2-hydroxybut-3-yn-2-yl)-1,2-oxazole-5-carbaldehyde). Yields the product FC1=CC2=C(C=3N(CCO2)C=C(N3)C(=O)N)C=C1C#CC(C)(O)C1=NOC(=C1)C=O ((±)-9-fluoro-10-(3-(5-formylisoxazol-3-yl)-3-hydroxybut-1-yn-1-yl)-5,6-dihydrobenzo[f]imidazo[1,2-d][1,4]oxazepine-2-carboxamide). The yield is 10.0%. Reaction SMILES: Br[C:2]1[C:3]([F:19])=[CH:4][C:5]2[O:11][CH2:10][CH2:9][N:8]3[CH:12]=[C:13]([C:15]([NH2:17])=[O:16])[N:14]=[C:7]3[C:6]=2[CH:18]=1.[OH:20][C:21]([C:25]1[CH:29]=[C:28]([CH:30]=[O:31])[O:27][N:26]=1)([C:23]#[CH:24])[CH3:22]>>[F:19][C:3]1[C:2]([C:24]#[C:23][C:21]([C:25]2[CH:29]=[C:28]([CH:30]=[O:31])[O:27][N:26]=2)([OH:20])[CH3:22])=[CH:18][C:6]2[C:7]3[N:8]([CH:12]=[C:13]([C:15]([NH2:17])=[O:16])[N:14]=3)[CH2:9][CH2:10][O:11][C:5]=2[CH:4]=1. Procedure: Similar to as described in General Procedure G, 10-bromo-9-fluoro-5,6-dihydrobenzo[f]imidazo[1,2-d][1,4]oxazepine-2-carboxamide was reacted with 3-(2-hydroxybut-3-yn-2-yl)-1,2-oxazole-5-carbaldehyde to give the titled compound as a light yellow solid (14 mg, 10%).